Dataset: the Open Reaction Database (ORD), a public repository of structured organic reaction records. Task: describe an organic reaction: reactants, conditions, products, and yield Reactants: O=C1CCC(=O)N1Br, ClC(Cl)(Cl)Cl, O=C(OOC(=O)c1ccccc1)c1ccccc1, O=C1CCc2ccc(F)cc21. Yields the product O=C1CC(Br)c2ccc(F)cc21. RXN SMILES: [Br:1][N:2]1[C:3](=[O:4])[CH2:5][CH2:6][C:7]1=[O:8].[C:38]([Cl:39])([Cl:40])([Cl:41])[Cl:42].[C:9]([O:10][O:11][C:12](=[O:13])[c:14]1[cH:15][cH:16][cH:17][cH:18][cH:19]1)(=[O:20])[c:21]1[cH:22][cH:23][cH:24][cH:25][cH:26]1.[F:27][c:28]1[cH:29][cH:30][c:31]2[c:35]([cH:36]1)[C:34](=[O:37])[CH2:33][CH2:32]2>>[Br:1][CH:32]1[c:31]2[cH:30][cH:29][c:28]([F:27])[cH:36][c:35]2[C:34](=[O:37])[CH2:33]1. Starting materials: Fc1ccc(CN2CCN(CCCl)CC2)cc1, [H-], [Na+], O=C1Nc2ccccc2C1=O, CN(C)C=O. Product: O=C1C(=O)N(CCN2CCN(Cc3ccc(F)cc3)CC2)c2ccccc21. As a reaction SMILES: [Cl:14][CH2:15][CH2:16][N:17]1[CH2:18][CH2:19][N:20]([CH2:23][c:24]2[cH:25][cH:26][c:27]([F:30])[cH:28][cH:29]2)[CH2:21][CH2:22]1.[H-:12].[Na+:13].[O:1]=[C:2]1[NH:3][c:4]2[cH:5][cH:6][cH:7][cH:8][c:9]2[C:10]1=[O:11].[O:31]=[CH:32][N:33]([CH3:34])[CH3:35]>>[O:1]=[C:2]1[N:3]([CH2:15][CH2:16][N:17]2[CH2:18][CH2:19][N:20]([CH2:23][c:24]3[cH:25][cH:26][c:27]([F:30])[cH:28][cH:29]3)[CH2:21][CH2:22]2)[c:4]2[cH:5][cH:6][cH:7][cH:8][c:9]2[C:10]1=[O:11]. The reactants are CO (methanol), COCCCOC1=C(C(=O)NC[C@@H](C[C@@H]2N(C(OC2)(C)C)NC(=O)OC(C)(C)C)C(C)C)C=CC=C1 (tert-butyl 4(S)-(2(S)-{[2-(3-methoxypropoxy)benzoylamino]methyl}-3-methylbutyl)-2,2-dimethyloxazolidine-3-carbamate), O.C1(=CC=C(C=C1)S(=O)(=O)O)C (p-toluenesulphonic acid monohydrate). Run at time 14 hour. Product: OC[C@H](C[C@@H](C(C)C)CNC(C1=C(C=CC=C1)OCCCOC)=O)NC(OC(C)(C)C)=O (tert-Butyl (1(S)-hydroxymethyl-3(S)-{[2-(3-methoxypropoxy)benzoylamino]methyl}-4-methylpentyl)carbamate), SiO2. Reaction SMILES: [CH3:1][O:2][CH2:3][CH2:4][CH2:5][O:6][C:7]1[CH:36]=[CH:35][CH:34]=[CH:33][C:8]=1[C:9]([NH:11][CH2:12][C@H:13]([CH:30]([CH3:32])[CH3:31])[CH2:14][C@H:15]1[CH2:19][O:18][C:17](C)(C)[N:16]1NC(OC(C)(C)C)=O)=[O:10].[OH2:37].[C:38]1([CH3:48])[CH:43]=CC(S(O)(=O)=O)=C[CH:39]=1.C[OH:50]>>[OH:18][CH2:19][C@@H:15]([NH:16][C:17](=[O:50])[O:37][C:38]([CH3:48])([CH3:43])[CH3:39])[CH2:14][C@H:13]([CH2:12][NH:11][C:9](=[O:10])[C:8]1[CH:33]=[CH:34][CH:35]=[CH:36][C:7]=1[O:6][CH2:5][CH2:4][CH2:3][O:2][CH3:1])[CH:30]([CH3:31])[CH3:32] |f:1.2|. Procedure: The solution of 3.70 g of tert-butyl 4(S)-(2(S)-{[2-(3-methoxypropoxy)benzoylamino]methyl}-3-methylbutyl)-2,2-dimethyloxazolidine-3-carbamate in 70 ml of methanol is admixed with 0.143 g of p-toluenesulphonic acid monohydrate and stirred at room temperature over 14 hours. The reaction mixture is concentrated by evaporation and the title compound is obtained from the residue by means of flash chromatography (SiO2 60F) as a slightly yellowish oil. Rf=0.16 (3:1 EtOAc-heptane); Rt=4.23 (gradient I). The reactants are CCOC(=O)c1c(-c2ccncc2)nn(-c2cccc(OC(F)(F)F)c2)c1C1CC1, C1CCOC1, CO, ClCCl, [Li+], [OH-], O, O. The product is O=C(O)c1c(-c2ccncc2)nn(-c2cccc(OC(F)(F)F)c2)c1C1CC1. RXN SMILES: [CH2:1]([CH3:2])[O:3][C:4](=[O:5])[c:6]1[c:7](-[c:25]2[cH:26][cH:27][n:28][cH:29][cH:30]2)[n:8][n:9](-[c:14]2[cH:15][c:16]([O:20][C:21]([F:22])([F:23])[F:24])[cH:17][cH:18][cH:19]2)[c:10]1[CH:11]1[CH2:12][CH2:13]1.[CH2:34]1[O:35][CH2:36][CH2:37][CH2:38]1.[CH3:39][OH:40].[Cl:42][CH2:43][Cl:44].[Li+:33].[OH-:32].[OH2:31].[OH2:41]>>[O:3]=[C:4]([OH:5])[c:6]1[c:7](-[c:25]2[cH:26][cH:27][n:28][cH:29][cH:30]2)[n:8][n:9](-[c:14]2[cH:15][c:16]([O:20][C:21]([F:22])([F:23])[F:24])[cH:17][cH:18][cH:19]2)[c:10]1[CH:11]1[CH2:12][CH2:13]1.